Dataset: the Open Reaction Database (ORD), a public repository of structured organic reaction records. Task: describe an organic reaction: reactants, conditions, products, and yield Reactants: CCOC(=O)CN1CCC(C2CCNCC2)CC1, Cc1cc(CC(OC(=O)N2CCC(N3CCc4ccccc4NC3=O)CC2)C(=O)O)cc(C)c1O. Product: CCOC(=O)CN1CCC(C2CCN(C(=O)C(Cc3cc(C)c(O)c(C)c3)OC(=O)N3CCC(N4CCc5ccccc5NC4=O)CC3)CC2)CC1. As a reaction SMILES: [N:36]1([CH2:48][C:49](=[O:50])[O:51][CH2:52][CH3:53])[CH2:37][CH2:38][CH:39]([CH:42]2[CH2:43][CH2:44][NH:45][CH2:46][CH2:47]2)[CH2:40][CH2:41]1.[O:1]=[C:2]1[NH:3][c:4]2[c:5]([cH:32][cH:33][cH:34][cH:35]2)[CH2:6][CH2:7][N:8]1[CH:9]1[CH2:10][CH2:11][N:12]([C:15](=[O:16])[O:17][CH:18]([CH2:19][c:20]2[cH:21][c:22]([CH3:28])[c:23]([OH:27])[c:24]([CH3:26])[cH:25]2)[C:29](=[O:30])[OH:31])[CH2:13][CH2:14]1>>[O:1]=[C:2]1[NH:3][c:4]2[c:5]([cH:32][cH:33][cH:34][cH:35]2)[CH2:6][CH2:7][N:8]1[CH:9]1[CH2:10][CH2:11][N:12]([C:15](=[O:16])[O:17][CH:18]([CH2:19][c:20]2[cH:21][c:22]([CH3:28])[c:23]([OH:27])[c:24]([CH3:26])[cH:25]2)[C:29](=[O:31])[N:45]2[CH2:44][CH2:43][CH:42]([CH:39]3[CH2:38][CH2:37][N:36]([CH2:48][C:49](=[O:50])[O:51][CH2:52][CH3:53])[CH2:41][CH2:40]3)[CH2:47][CH2:46]2)[CH2:13][CH2:14]1. The reactants are solution, CS(=O)(=O)O (methanesulfonic acid), CC1(CC1)C(=O)N1CCC(CC1)OC1=NC=C(C2=CC=CC=C12)NC(=O)NC=1N(N=C(C1)C1(CC1)C)C1=CC=C(C=C1)C (1-{1-[1-(1-Methyl-cyclopropanecarbonyl)-piperidin-4-yloxy] isoquinolin-4-yl}-3-[5-(1-methyl-cyclopropyl)-2-p-tolyl-2H-pyrazol-3-yl]-urea). The solvent is ClCCl (dichloromethane), ClCCl (dichloromethane). Yields the product S(C)(=O)(=O)O.CC1(CC1)C(=O)N1CCC(CC1)OC1=NC=C(C2=CC=CC=C12)NC(=O)NC=1N(N=C(C1)C1(CC1)C)C1=CC=C(C=C1)C (1-{1-[1-(1-Methyl-cyclopropanecarbonyl)-piperidin-4-yloxy]-isoquinolin-4-yl}-3-[5-(1-methyl-cyclopropyl)-2-p-tolyl-2H-pyrazol-3-yl]-urea mesylate). As a reaction SMILES: [CH3:1][C:2]1([C:5]([N:7]2[CH2:12][CH2:11][CH:10]([O:13][C:14]3[C:23]4[C:18](=[CH:19][CH:20]=[CH:21][CH:22]=4)[C:17]([NH:24][C:25]([NH:27][C:28]4[N:29]([C:37]5[CH:42]=[CH:41][C:40]([CH3:43])=[CH:39][CH:38]=5)[N:30]=[C:31]([C:33]5([CH3:36])[CH2:35][CH2:34]5)[CH:32]=4)=[O:26])=[CH:16][N:15]=3)[CH2:9][CH2:8]2)=[O:6])[CH2:4][CH2:3]1.[CH3:44][S:45]([OH:48])(=[O:47])=[O:46]>ClCCl>[S:45]([OH:48])(=[O:47])(=[O:46])[CH3:44].[CH3:1][C:2]1([C:5]([N:7]2[CH2:8][CH2:9][CH:10]([O:13][C:14]3[C:23]4[C:18](=[CH:19][CH:20]=[CH:21][CH:22]=4)[C:17]([NH:24][C:25]([NH:27][C:28]4[N:29]([C:37]5[CH:42]=[CH:41][C:40]([CH3:43])=[CH:39][CH:38]=5)[N:30]=[C:31]([C:33]5([CH3:36])[CH2:35][CH2:34]5)[CH:32]=4)=[O:26])=[CH:16][N:15]=3)[CH2:11][CH2:12]2)=[O:6])[CH2:3][CH2:4]1 |f:3.4|. Procedure: Dissolve 0.3 g of 1-{1-[1-(1-Methyl-cyclopropanecarbonyl)-piperidin-4-yloxy] isoquinolin-4-yl}-3-[5-(1-methyl-cyclopropyl)-2-p-tolyl-2H-pyrazol-3-yl]-urea in dichloromethane 1 mL and add 321 μL of a solution of methanesulfonic acid 1 N in dichloromethane. Evaporation of solvent under reduced pressure gives 0.357 g of the title compound as a white solid (quantitative). ES+ (m/z) 579.3 (M+H). Starting materials: FC(C1=CC=C(C=C1)C(=O)Cl)(F)F (4-(Trifluoromethyl)-1-benzenecarbonyl chloride), NC1=C(C=C(C=C1)C1=NN(C2=NC=NC(=C21)N)C2CCN(CC2)C2CCN(CC2)C)OC (3-(4-amino-3-methoxyphenyl)-1-[1-(1-methylpiperidin-4-yl)-piperidin-4-yl]-1H-pyrazolo[3,4-d]pyrimidin-4-amine). Run in N1=CC=CC=C1 (pyridine). Conditions: time 5 hour. Yields the product NC1=C2C(=NC=N1)N(N=C2C2=CC(=C(C=C2)NC(C2=CC=C(C=C2)C(F)(F)F)=O)OC)C2CCN(CC2)C (N1-{4-[4-amino-1-(1-methyl-4-piperidyl)-1H-pyrazolo[3,4-d]pyrimidin-3-yl]-2-methoxyphenyl}-4-(trifluoromethyl)benzamide). Isolated yield 68.4%. Reaction SMILES: [F:1][C:2]([F:13])([F:12])[C:3]1[CH:8]=[CH:7][C:6]([C:9](Cl)=[O:10])=[CH:5][CH:4]=1.[NH2:14][C:15]1[CH:20]=[CH:19][C:18]([C:21]2[C:29]3[C:24](=[N:25][CH:26]=[N:27][C:28]=3[NH2:30])[N:23]([CH:31]3[CH2:36][CH2:35][N:34]([CH:37]4CCN(C)CC4)[CH2:33][CH2:32]3)[N:22]=2)=[CH:17][C:16]=1[O:44][CH3:45]>N1C=CC=CC=1>[NH2:30][C:28]1[N:27]=[CH:26][N:25]=[C:24]2[N:23]([CH:31]3[CH2:36][CH2:35][N:34]([CH3:37])[CH2:33][CH2:32]3)[N:22]=[C:21]([C:18]3[CH:19]=[CH:20][C:15]([NH:14][C:9](=[O:10])[C:6]4[CH:7]=[CH:8][C:3]([C:2]([F:13])([F:12])[F:1])=[CH:4][CH:5]=4)=[C:16]([O:44][CH3:45])[CH:17]=3)[C:29]=12. Reported procedure: 4-(Trifluoromethyl)-1-benzenecarbonyl chloride (48 mg, 0.231 mmol) was added to a solution of 3-(4-amino-3-methoxyphenyl)-1-[1-(1-methylpiperidin-4-yl)-piperidin-4-yl]-1H-pyrazolo[3,4-d]pyrimidin-4-amine (101 mg, 0.231 mmol) in pyridine (1.0 mL). After 5 hours, the solvent was evaporated and the residue was purified by flash column chromatography to give N1-{4-[4-amino-1-(1-methyl-4-piperidyl)-1H-pyrazolo[3,4-d]pyrimidin-3-yl]-2-methoxyphenyl}-4-(trifluoromethyl)benzamide (83 mg, 59%). 1H NMR (C... Reactants: C(O)([O-])=O.[Na+] (sodium hydrogen carbonate), ClC=1C=C(C=C(C1)Cl)S(=O)(=O)N(C=1C=C2C=CNC2=CC1)CP(OCC)(OCC)=O (diethyl {[(3,5-dichloro-phenylsulphonyl)-(1H-indol-5-yl)-amino]-methyl}-phosphonate), ice water, C(C)(=O)OCC (ethyl acetate). Run in C(C)(=O)OC(C)=O (acetic anhydride). Product: C(C)(=O)N1C=CC2=CC(=CC=C12)N(S(=O)(=O)C1=CC(=CC(=C1)Cl)Cl)CP(OCC)(OCC)=O (Diethyl {[(1-acetyl-1H-indol-5-yl)-(3,5-dichloro-phenylsulphonyl)-amino]-methyl}-phosphonate). Reaction SMILES: [Cl:1][C:2]1[CH:3]=[C:4]([S:9]([N:12]([CH2:22][P:23](=[O:30])([O:27][CH2:28][CH3:29])[O:24][CH2:25][CH3:26])[C:13]2[CH:14]=[C:15]3[C:19](=[CH:20][CH:21]=2)[NH:18][CH:17]=[CH:16]3)(=[O:11])=[O:10])[CH:5]=[C:6]([Cl:8])[CH:7]=1.[C:31](OCC)(=[O:33])[CH3:32].C(=O)([O-])O.[Na+]>C(OC(=O)C)(=O)C>[C:31]([N:18]1[C:19]2[C:15](=[CH:14][C:13]([N:12]([CH2:22][P:23](=[O:30])([O:24][CH2:25][CH3:26])[O:27][CH2:28][CH3:29])[S:9]([C:4]3[CH:5]=[C:6]([Cl:8])[CH:7]=[C:2]([Cl:1])[CH:3]=3)(=[O:10])=[O:11])=[CH:21][CH:20]=2)[CH:16]=[CH:17]1)(=[O:33])[CH3:32] |f:2.3|. Procedure: 100 mg diethyl {[(3,5-dichloro-phenylsulphonyl)-(1H-indol-5-yl)-amino]-methyl}-phosphonate are dissolved in 1 ml acetic anhydride and refluxed overnight. After cooling to ambient temperature the mixture is divided between ethyl acetate and ice water. Then it is neutralised by the addition of saturated sodium hydrogen carbonate solution. The phases are separated and the organic phase is washed with saturated sodium hydrogen carbonate solution and saturated sodium chloride solution. After drying w... As a reaction SMILES: [Br:1][C:2]1[CH:15]=[CH:14][C:5]([O:6][CH2:7][CH2:8][N:9]([CH2:12]C)[CH2:10]C)=[CH:4][CH:3]=1.Cl.ClCCN(C)C>>[Br:1][C:2]1[CH:15]=[CH:14][C:5]([O:6][CH2:7][CH2:8][N:9]([CH3:12])[CH3:10])=[CH:4][CH:3]=1 |f:1.2|. Starting materials: BrC1=CC=C(OCCN(CC)CC)C=C1 ([2-(4-Bromo-phenoxy)-ethyl]-diethyl-amine), Cl.ClCCN(C)C ((2-chloro-ethyl)-dimethylamine hydrochloride). Reported procedure: Prepared according to the procedure analogous to that described above for [2-(4-Bromo-phenoxy)-ethyl]-diethyl-amine, except using (2-chloro-ethyl)-dimethylamine hydrochloride. Yields the product BrC1=CC=C(OCCN(C)C)C=C1 ([2-(4-Bromo-phenoxy)-ethyl]-dimethyl-amine). The reactants are N[C@@H](C)C1=NC2=C(N1C1CC1)C(=CC=C2)C(=O)NC ((S)-2-(1-aminoethyl)-1-cyclopropyl-N-methyl-1H-benzo[d]imidazole-7-carboxamide), C([O-])([O-])=O.[Cs+].[Cs+] (cesium carbonate), NC=1SC(=NN1)Br (2-amino-5-bromo-[1,3,4]thiadiazole). The solvent is CCO (EtOH). Run at time 18 hour. The product is NC1=NN=C(S1)N[C@@H](C)C1=NC2=C(N1C1CC1)C(=CC=C2)C(=O)NC (2-((1S)-1-((5-amino-1,3,4-thiadiazol-2-yl)amino)ethyl)-1-cyclopropyl-N-methyl-1H-benzimidazole-7-carboxamide). Reaction SMILES: [NH2:1][C@H:2]([C:4]1[N:8]([CH:9]2[CH2:11][CH2:10]2)[C:7]2[C:12]([C:16]([NH:18][CH3:19])=[O:17])=[CH:13][CH:14]=[CH:15][C:6]=2[N:5]=1)[CH3:3].C(=O)([O-])[O-].[Cs+].[Cs+].[NH2:26][C:27]1[S:28][C:29](Br)=[N:30][N:31]=1>CCO>[NH2:26][C:27]1[S:28][C:29]([NH:1][C@H:2]([C:4]2[N:8]([CH:9]3[CH2:10][CH2:11]3)[C:7]3[C:12]([C:16]([NH:18][CH3:19])=[O:17])=[CH:13][CH:14]=[CH:15][C:6]=3[N:5]=2)[CH3:3])=[N:30][N:31]=1 |f:1.2.3|. Procedure details: A mixture of (S)-2-(1-aminoethyl)-1-cyclopropyl-N-methyl-1H-benzo[d]imidazole-7-carboxamide (prepared in example 20) (63.5 mg, 0.25 mmol), cesium carbonate (80 mg, 0.25 mmol) and 2-amino-5-bromo-[1,3,4]thiadiazole (44.3 mg, 0.25 mmol) in EtOH (5 mL) under N2 was stirred at rt for 18 h. The reaction mixture was concentrated in vacuo. The residue was diluted with EtOAc, washed with water, brine, dried over magnesium sulfate, and concentrated in vacuo. Purification of the residue by flash chromatog...